Dataset: the Open Reaction Database (ORD), a public repository of structured organic reaction records. Task: describe an organic reaction: reactants, conditions, products, and yield Starting materials: CC1=C(CO)C=CC=C1 (2-methylbenzyl alcohol), Cl.NCC(CCC(=O)O)=O (5-amino-4-oxopentanoic acid hydrochloride). Reaction conditions: time 4 day. Product: Cl.NCC(CCC(=O)OCC1=C(C=CC=C1)C)=O (2-Methylbenzyl 5-amino-4-oxopentanoate Hydrochloride). As a reaction SMILES: [CH3:1][C:2]1[CH:9]=[CH:8][CH:7]=[CH:6][C:3]=1[CH2:4][OH:5].[ClH:10].[NH2:11][CH2:12][C:13](=[O:19])[CH2:14][CH2:15][C:16](O)=[O:17]>>[ClH:10].[NH2:11][CH2:12][C:13](=[O:19])[CH2:14][CH2:15][C:16]([O:5][CH2:4][C:3]1[CH:6]=[CH:7][CH:8]=[CH:9][C:2]=1[CH3:1])=[O:17] |f:1.2,3.4|. Procedure details: From 2-methylbenzyl alcohol (5.0 g; 41 mmol) and 5-amino-4-oxopentanoic acid hydrochloride (1.0 g; 6.0 mmol). The reaction was complete after 4 days at 100° C. The yield was 0.72 g (44%). Mp 107-109° C. Reactants: ClC1=CC=2C3(C4=CC=CC=C4C(C2C=C1)C3)CN3CCC(CC3)NC(\C=C\C=3C=NC=CC3)=O (N-(1-[2-chloro-9,10-dihydro-9,10-methanoanthracen-9-ylmethyl]-4-piperidyl)-trans-3-(3-pyridyl)propenamide), Cl (hydrochloric acid). Reagents/catalysts: [Pd] (palladium on carbon). Solvent: CCOCC.C(Cl)(Cl)Cl (ether chloroform), C(C)O (ethanol). Run at time 18 hour. Yields the product Cl.Cl.ClC1=CC=2C3(C4=CC=CC=C4C(C2C=C1)C3)CN3CCC(CC3)NC(CCC=3C=NC=CC3)=O (N-(1-[2-Chloro-9,10-dihydro-9,10-methanoanthracen-9-ylmethyl]-4-piperidyl)-3-(3-pyridyl)propionamide dihydrochloride). Isolated yield 52.0%. Reaction SMILES: [Cl:1][C:2]1[CH:15]=[CH:14][C:13]2[CH:12]3[CH2:16][C:5]([CH2:17][N:18]4[CH2:23][CH2:22][CH:21]([NH:24][C:25](=[O:34])/[CH:26]=[CH:27]/[C:28]5[CH:29]=[N:30][CH:31]=[CH:32][CH:33]=5)[CH2:20][CH2:19]4)([C:6]4[C:11]3=[CH:10][CH:9]=[CH:8][CH:7]=4)[C:4]=2[CH:3]=1.[ClH:35]>C(O)C.[Pd].CCOCC.C(Cl)(Cl)Cl>[ClH:1].[ClH:35].[Cl:1][C:2]1[CH:15]=[CH:14][C:13]2[CH:12]3[CH2:16][C:5]([CH2:17][N:18]4[CH2:23][CH2:22][CH:21]([NH:24][C:25](=[O:34])[CH2:26][CH2:27][C:28]5[CH:29]=[N:30][CH:31]=[CH:32][CH:33]=5)[CH2:20][CH2:19]4)([C:6]4[C:11]3=[CH:10][CH:9]=[CH:8][CH:7]=4)[C:4]=2[CH:3]=1 |f:4.5,6.7.8|. Procedure: To a stirred solution of N-(1-[2-chloro-9,10-dihydro-9,10-methanoanthracen-9-ylmethyl]-4-piperidyl)-trans-3-(3-pyridyl)propenamide (170 mg, 0.36 mmol) in ethanol (5 mL) was added 10% palladium on carbon (17 mg). This mixture was hydrogenated at 1 atmospheric pressure for 18 h. The reaction was filtered through diatomaceous earth. The filtrate was concentrated and the resulting residue was chromatographed over silica gel (eluant: 95:5 methylene chloride:methanol) to give a white foam. This materi... Reactants: COC=1C=C(C=CC1OC)SCC(=O)O ((3,4-dimethoxyphenylthio)acetic acid), O=P(Cl)(Cl)Cl (POCl3), N1=CNC2=C1C=CC(=C2)C(=O)NN (benzimidazol-5-carbohydrazide), COC=1C=CC(=CC1)P2(=S)SP(=S)(S2)C=3C=CC(=CC3)OC (Lawesson's reagent). Yields the product COC=1C=C(C=CC1OC)SCC1=NN=C(S1)C1=CC2=C(NC=N2)C=C1 (5-(5-((3,4-Dimethoxyphenylthio)methyl)-1,3,4-thiadiazol-2-yl)-1H-benzo[d]imidazole). RXN SMILES: [CH3:1][O:2][C:3]1[CH:4]=[C:5]([S:11][CH2:12][C:13](O)=O)[CH:6]=[CH:7][C:8]=1[O:9][CH3:10].[N:16]1[C:20]2[CH:21]=[CH:22][C:23]([C:25]([NH:27][NH2:28])=O)=[CH:24][C:19]=2[NH:18][CH:17]=1.COC1C=CC(P2(SP(C3C=CC(OC)=CC=3)(=S)S2)=[S:38])=CC=1.O=P(Cl)(Cl)Cl>>[CH3:1][O:2][C:3]1[CH:4]=[C:5]([S:11][CH2:12][C:13]2[S:38][C:25]([C:23]3[CH:22]=[CH:21][C:20]4[NH:16][CH:17]=[N:18][C:19]=4[CH:24]=3)=[N:27][N:28]=2)[CH:6]=[CH:7][C:8]=1[O:9][CH3:10]. Procedure: The compound was synthesized starting from (3,4-dimethoxyphenylthio)acetic acid (229 mg; 1 mmol), benzimidazol-5-carbohydrazide (176 mg; 1 mmol), Lawesson's reagent (606 mg; 1.5 mmol) and POCl3 (0.137 ml; 1.5 mmol) as described in method 3; yield: 0.042 g (10.9%); Yields the product C(CC)C1(C(N(C(N1)=O)C=1SC=CN1)=O)CCC (5,5-dipropyl-3-thiazol-2-yl-2,4-imidazolidinedione). The solvent is Cl (hydrochloric acid). RXN SMILES: C(O[C:4](=[O:21])[C:5]([CH2:18][CH2:19][CH3:20])([NH:9][C:10]([NH:12][C:13]1[S:14][CH:15]=[CH:16][N:17]=1)=[O:11])[CH2:6][CH2:7][CH3:8])C>Cl>[CH2:18]([C:5]1([CH2:6][CH2:7][CH3:8])[NH:9][C:10](=[O:11])[N:12]([C:13]2[S:14][CH:15]=[CH:16][N:17]=2)[C:4]1=[O:21])[CH2:19][CH3:20]. The yield is 42.5%. Starting materials: C(C)OC(C(CCC)(NC(=O)NC=1SC=CN1)CCC)=O (2-propyl-2-(3-thiazol-2-ylureido)pentanoic acid ethyl ester). Procedure details: 1.71 g of 2-propyl-2-(3-thiazol-2-ylureido)pentanoic acid ethyl ester (product from Example lA, stage 4) were combined with 30 ml of 30% hydrochloric acid. The mixture was refluxed for three hours. Once the mixture had cooled, the pH was adjusted to an alkaline value with potassium carbonate, extraction was performed three times with ethyl acetate, the mixture washed twice with a saturated common salt solution and dried over sodium sulphate. The crude product obtained by the subsequent removal o... The reactants are COc1ccc(CC(Cl)(c2ccccc2)c2ccccc2)cc1, CCCCCC(O)C=CI. The product is CCCCCC(C=CI)OC(Cc1ccc(OC)cc1)(c1ccccc1)c1ccccc1. RXN SMILES: [CH2:11]([c:12]1[cH:13][cH:14][c:15]([O:18][CH3:19])[cH:16][cH:17]1)[C:20]([c:21]1[cH:22][cH:23][cH:24][cH:25][cH:26]1)([c:27]1[cH:28][cH:29][cH:30][cH:31][cH:32]1)[Cl:33].[I:1][CH:2]=[CH:3][CH:4]([CH2:5][CH2:6][CH2:7][CH2:8][CH3:9])[OH:10]>>[I:1][CH:2]=[CH:3][CH:4]([CH2:5][CH2:6][CH2:7][CH2:8][CH3:9])[O:10][C:20]([CH2:11][c:12]1[cH:13][cH:14][c:15]([O:18][CH3:19])[cH:16][cH:17]1)([c:21]1[cH:22][cH:23][cH:24][cH:25][cH:26]1)[c:27]1[cH:28][cH:29][cH:30][cH:31][cH:32]1.